This data is from the Open Reaction Database (ORD), a public repository of structured organic reaction records. The task is: describe an organic reaction: reactants, conditions, products, and yield Starting materials: C(C#C)NCCNC1=CC(=CC=C1)C(F)(F)F (N-propargyl-N'-(3-trifluoromethyl-phenyl)-ethylenediamine), C(C)OC(C(=O)OCC)=O (diethyloxalate). The product is C(C#C)N1C(C(N(CC1)C1=CC(=CC=C1)C(F)(F)F)=O)=O (1-propargyl-4-(3-trifluoromethyl-phenyl)-piperazin-2,3-dione). Reaction SMILES: [CH2:1]([NH:4][CH2:5][CH2:6][NH:7][C:8]1[CH:13]=[CH:12][CH:11]=[C:10]([C:14]([F:17])([F:16])[F:15])[CH:9]=1)[C:2]#[CH:3].C(O[C:21](=[O:27])[C:22]([O:24]CC)=O)C>>[CH2:1]([N:4]1[CH2:5][CH2:6][N:7]([C:8]2[CH:13]=[CH:12][CH:11]=[C:10]([C:14]([F:15])([F:16])[F:17])[CH:9]=2)[C:21](=[O:27])[C:22]1=[O:24])[C:2]#[CH:3]. Procedure: Condensation of N-propargyl-N'-(3-trifluoromethyl-phenyl)-ethylenediamine, obtainable according to 3.2, with diethyloxalate gave 1-propargyl-4-(3-trifluoromethyl-phenyl)-piperazin-2,3-dione. This compound was reduced to the title compound with lithium aluminum hydride or borane and was processed according to Example 5. White crystals, melting point 218°-219° C. (decomposition).